This data is from the Open Reaction Database (ORD), a public repository of structured organic reaction records. The task is: describe an organic reaction: reactants, conditions, products, and yield Starting materials: [Al+3], O=C([O-])O, O=C1COc2ncc(C(F)(F)F)cc2N1, [H-], [H-], [H-], [H-], [Li+], [Na+], C1CCOC1, O. The product is FC(F)(F)c1cnc2c(c1)NCCO2. Reaction SMILES: [Al+3:17].[C:23](=[O:24])([O-:25])[OH:26].[F:1][C:2]([c:3]1[cH:4][c:5]2[c:6]([n:12][cH:13]1)[O:7][CH2:8][C:9](=[O:11])[NH:10]2)([F:14])[F:15].[H-:16].[H-:19].[H-:20].[H-:21].[Li+:18].[Na+:27].[O:28]1[CH2:29][CH2:30][CH2:31][CH2:32]1.[OH2:22]>>[F:1][C:2]([c:3]1[cH:4][c:5]2[c:6]([n:12][cH:13]1)[O:7][CH2:8][CH2:9][NH:10]2)([F:14])[F:15].